This data is from the Open Reaction Database (ORD), a public repository of structured organic reaction records. The task is: describe an organic reaction: reactants, conditions, products, and yield Procedure details: A mixture of 6.15 g of the product of Step A and 61 ml of trifluoroacetic acid was stirred at 20° C. for 20 minutes and the mixture was evaporated under reduced pressure at 30° C. to a volume of 15 ml. 150 ml of ispropyl ether were added at 10° C. to the mixture which was then stirred at 20° C. for 15 minutes and was vacuum filtered. The 3.2 g of raw product were chromatographed over silica gel and were eluted with aqueous 2M sodium chloride solution containing 4% of 1M sodium bicarbonate soluti... Starting materials: CSCC=1CS[C@H]2N(C1C(=O)O)C(C2NC(C(=NOC)C=2N=C(SC2)NC(C2=CC=CC=C2)(C2=CC=CC=C2)C2=CC=CC=C2)=O)=O (3-methylthiomethyl-7-[2-(2 -tritylamino-4-thiazolyl)-2-methoxyimino-acetamido]-ceph-3-eme-4-carboxylic acid), FC(C(=O)O)(F)F (trifluoroacetic acid). Product: CSCC=1CS[C@H]2N(C1C(=O)O)C(C2NC(C(=NOC)C=2N=C(SC2)N)=O)=O (3-methylthiomethyl-7-[2-(2-amino-4-thiazolyl)-2-methoxyimino-acetamido]-ceph-3-eme-4-carboxylic acid). Reaction SMILES: [CH3:1][S:2][CH2:3][C:4]1[CH2:5][S:6][C@@H:7]2[CH:14]([NH:15][C:16](=[O:46])[C:17]([C:21]3[N:22]=[C:23]([NH:26]C(C4C=CC=CC=4)(C4C=CC=CC=4)C4C=CC=CC=4)[S:24][CH:25]=3)=[N:18][O:19][CH3:20])[C:13](=[O:47])[N:8]2[C:9]=1[C:10]([OH:12])=[O:11].FC(F)(F)C(O)=O>>[CH3:1][S:2][CH2:3][C:4]1[CH2:5][S:6][C@@H:7]2[CH:14]([NH:15][C:16](=[O:46])[C:17]([C:21]3[N:22]=[C:23]([NH2:26])[S:24][CH:25]=3)=[N:18][O:19][CH3:20])[C:13](=[O:47])[N:8]2[C:9]=1[C:10]([OH:12])=[O:11]. Reaction conditions: temperature 20 celsius, time 20 minute. The reactants are C=C(CO)C(C)(C)O[SiH2]C(C)(C)C, C1CCOC1, Cc1cc(COc2ccc(C=NO)cc2)c2ccccc2n1. The product is Cc1cc(COc2ccc(C3=NOC(CO)(C(C)(C)O[SiH2]C(C)(C)C)C3)cc2)c2ccccc2n1. Reaction SMILES: [C:1]([CH3:2])([CH3:3])([CH3:4])[SiH2:5][O:6][C:7]([C:8]([CH2:9][OH:10])=[CH2:11])([CH3:12])[CH3:13].[CH2:36]1[O:37][CH2:38][CH2:39][CH2:40]1.[CH3:14][c:15]1[n:16][c:17]2[cH:18][cH:19][cH:20][cH:21][c:22]2[c:23]([CH2:25][O:26][c:27]2[cH:28][cH:29][c:30]([CH:31]=[N:32][OH:33])[cH:34][cH:35]2)[cH:24]1>>[C:1]([CH3:2])([CH3:3])([CH3:4])[SiH2:5][O:6][C:7]([C:8]1([CH2:9][OH:10])[CH2:11][C:31]([c:30]2[cH:29][cH:28][c:27]([O:26][CH2:25][c:23]3[c:22]4[c:17]([n:16][c:15]([CH3:14])[cH:24]3)[cH:18][cH:19][cH:20][cH:21]4)[cH:35][cH:34]2)=[N:32][O:33]1)([CH3:12])[CH3:13]. The reactants are Cl.CN1C(=C(C=2C(=NC=CC21)NCC2=CC=C(C=C2)F)C)C (1,2,3-trimethyl-4-(4-fluorobenzylamino)-1H-pyrrolo[3,2-c]pyridine hydrochloride), C([O-])(O)=O.[Na+] (sodium bicarbonate). Product: CN1C(=C(C=2C(=NC=CC21)NCC2=CC=C(C=C2)F)C)C (1,2,3-trimethyl-4-(4-fluorobenzylamino)-1H-pyrrolo[3,2-c]pyridine). Yield: 98.6%. As a reaction SMILES: Cl.[CH3:2][N:3]1[C:11]2[CH:10]=[CH:9][N:8]=[C:7]([NH:12][CH2:13][C:14]3[CH:19]=[CH:18][C:17]([F:20])=[CH:16][CH:15]=3)[C:6]=2[C:5]([CH3:21])=[C:4]1[CH3:22].C(=O)(O)[O-].[Na+]>>[CH3:2][N:3]1[C:11]2[CH:10]=[CH:9][N:8]=[C:7]([NH:12][CH2:13][C:14]3[CH:19]=[CH:18][C:17]([F:20])=[CH:16][CH:15]=3)[C:6]=2[C:5]([CH3:21])=[C:4]1[CH3:22] |f:0.1,2.3|. Procedure details: The compound (30 mg, 0.069 mmol) prepared in Example 34 was treated with a saturated sodium bicarbonate solution to obtain 1,2,3-trimethyl-4-(4-fluorobenzylamino)-1H-pyrrolo[3,2-c]pyridine (25 mg, 0.068 mmol). Sodium hydride (60%, 4.2 mg, 0.102 mmol) and benzyl bromide (0.063 ml, 0.086 mmol) were added to a solution of 1,2,3-trimethyl-4-(4-fluorobenzylamino)-1H-pyrrolo[3,2-c]pyridine (25 mg, 0.068 mmol) in N,N-dimethylformamide (2 ml) and then the reaction mixture was stirred for 12 hours at 60°... Starting materials: CeCl3, solution, Grignard reagent, C(C)(=O)O (acetic acid), [Mg] (magnesium), BrCCC1=C2CC(C(C2=CC=C1)OC)C (4-(2-bromoethyl)-1-methoxy-2-methylindane), indanone-2, Grignard reagent. The solvent is C1CCOC1 (THF), C1CCOC1 (THF), C1CCOC1 (THF). Reaction conditions: temperature 0 celsius, time 15 minute. Yields the product COC1C(CC2=C(C=CC=C12)CCC1(CC2=CC=CC=C2C1)O)C (2-[2-(1-Methoxy-2-methyl-2,3-dihydro-1H-inden-4-yl)ethyl]indan-2-ol). As a reaction SMILES: [Mg].Br[CH2:3][CH2:4][C:5]1[CH:13]=[CH:12][CH:11]=[C:10]2[C:6]=1[CH2:7][CH:8]([CH3:16])[CH:9]2[O:14][CH3:15].[C:17]([OH:20])(=O)[CH3:18]>C1COCC1>[CH3:15][O:14][CH:9]1[C:10]2[C:6](=[C:5]([CH2:4][CH2:3][C:17]3([OH:20])[CH2:18][C:13]4[C:5](=[CH:6][CH:10]=[CH:11][CH:12]=4)[CH2:4]3)[CH:13]=[CH:12][CH:11]=2)[CH2:7][CH:8]1[CH3:16]. Procedure: To 2.26 g (93.0 mmol) of magnesium turnings in 20 ml of THF a solution of 16.7 g (62.0 mmol) of 4-(2-bromoethyl)-1-methoxy-2-methylindane in 80 ml of THF was added dropwise at reflux. The resulting mixture was additionally refluxed for 1 h, and then this Grignard reagent was titrated. To a suspension of 10.9 g (44.1 mmol) of anhydrous CeCl3 in 160 ml of THF 100 ml (44.1 mmol) of 0.441 M solution of the Grignard reagent was added at vigorous stirring for 15 min at 0° C., and then the reaction mix... Reactants: CS(=O)(=O)OCc1cccc(C(F)(F)F)c1, O=Cc1c[nH]c2ccccc12. Yields the product O=Cc1cn(Cc2cccc(C(F)(F)F)c2)c2ccccc12. Reaction SMILES: [CH3:1][S:2]([O:3][CH2:6][c:7]1[cH:8][c:9]([C:13]([F:14])([F:15])[F:16])[cH:10][cH:11][cH:12]1)(=[O:4])=[O:5].[nH:17]1[cH:18][c:19]([CH:26]=[O:27])[c:20]2[cH:21][cH:22][cH:23][cH:24][c:25]12>>[CH2:6]([c:7]1[cH:8][c:9]([C:13]([F:14])([F:15])[F:16])[cH:10][cH:11][cH:12]1)[n:17]1[cH:18][c:19]([CH:26]=[O:27])[c:20]2[cH:21][cH:22][cH:23][cH:24][c:25]12. Starting materials: Cc1ccc(-c2ccncc2)cc1CNC1CCC(N(C)C(=O)OC(C)(C)C)CC1, O=C(Cl)c1sc2c(F)ccc(F)c2c1Cl. Yields the product Cc1ccc(-c2ccncc2)cc1CN(C(=O)c1sc2c(F)ccc(F)c2c1Cl)C1CCC(N(C)C(=O)OC(C)(C)C)CC1. RXN SMILES: [CH3:1][N:2]([C:3]([O:4][C:5]([CH3:6])([CH3:7])[CH3:8])=[O:9])[CH:10]1[CH2:11][CH2:12][CH:13]([NH:16][CH2:17][c:18]2[c:19]([CH3:30])[cH:20][cH:21][c:22](-[c:24]3[cH:25][cH:26][n:27][cH:28][cH:29]3)[cH:23]2)[CH2:14][CH2:15]1.[Cl:31][c:32]1[c:33]2[c:34]([s:35][c:36]1[C:37](=[O:38])[Cl:39])[c:40]([F:45])[cH:41][cH:42][c:43]2[F:44]>>[CH3:1][N:2]([C:3]([O:4][C:5]([CH3:6])([CH3:7])[CH3:8])=[O:9])[CH:10]1[CH2:11][CH2:12][CH:13]([N:16]([CH2:17][c:18]2[c:19]([CH3:30])[cH:20][cH:21][c:22](-[c:24]3[cH:25][cH:26][n:27][cH:28][cH:29]3)[cH:23]2)[C:37]([c:36]2[c:32]([Cl:31])[c:33]3[c:34]([s:35]2)[c:40]([F:45])[cH:41][cH:42][c:43]3[F:44])=[O:38])[CH2:14][CH2:15]1.